This data is from the Open Reaction Database (ORD), a public repository of structured organic reaction records. The task is: describe an organic reaction: reactants, conditions, products, and yield The reactants are N1(CCCCC1)C=1N=C(C2=C(CCN(CC2)C2=NC=CC=C2C(F)(F)F)N1)O (2-Piperidin-1-yl-7-(3-trifluoromethyl-pyridin-2-yl)-6,7,8,9-tetrahydro-5H-pyrimido[4,5-d]azepin-4-ol), Br.N1(CCCCC1)C(N)=N (piperidine-1-carboximidamide hydrobromide), CC(C)(C)[O-].[K+] (KOtBu), C(C)OC(=O)C1CCN(CCC1=O)C1=NC=CC=C1C(F)(F)F (5-oxo-1-(3-trifluoromethyl-pyridin-2-yl)-azepane-4-carboxylic acid ethyl ester), C(C)OC(=O)C1CCN(CCC1=O)C1=NC=CC=C1C(F)(F)F (5-oxo-1-(3-trifluoromethyl-pyridin-2-yl)-azepane-4-carboxylic acid ethyl ester). The solvent is CC(C)(C)O (tBuOH). Yields the product N1(CCCCC1)C=1N=C(C2=C(CCN(CC2)C2=NC=CC=C2C(F)(F)F)N1)NC1=CC=C(C=C1)C(F)(F)F ([2-Piperidin-1-yl-7-(3-trifluoromethyl-pyridin-2-yl)-6,7,8,9-tetrahydro-5H-pyrimido[4,5-d]azepin-4-yl]-(4-trifluoromethyl-phenyl)-amine). Yield: 51.0%. Reaction SMILES: [N:1]1([C:7]2[N:8]=[C:9](O)[C:10]3[CH2:16][CH2:15][N:14]([C:17]4[C:22]([C:23]([F:26])([F:25])[F:24])=[CH:21][CH:20]=[CH:19][N:18]=4)[CH2:13][CH2:12][C:11]=3[N:27]=2)[CH2:6][CH2:5][CH2:4][CH2:3][CH2:2]1.[CH3:29]C([O-])(C)C.[K+].C(OC(C1C(=O)CCN([C:48]2[C:53]([C:54]([F:57])([F:56])[F:55])=[CH:52][CH:51]=[CH:50][N:49]=2)CC1)=O)C.Br.N1(C(=N)N)CCCCC1>CC(O)(C)C>[N:1]1([C:7]2[N:8]=[C:9]([NH:49][C:50]3[CH:51]=[CH:52][C:53]([C:54]([F:55])([F:56])[F:57])=[CH:48][CH:29]=3)[C:10]3[CH2:16][CH2:15][N:14]([C:17]4[C:22]([C:23]([F:26])([F:25])[F:24])=[CH:21][CH:20]=[CH:19][N:18]=4)[CH2:13][CH2:12][C:11]=3[N:27]=2)[CH2:6][CH2:5][CH2:4][CH2:3][CH2:2]1 |f:1.2,4.5|. Procedure: 2-Piperidin-1-yl-7-(3-trifluoromethyl-pyridin-2-yl)-6,7,8,9-tetrahydro-5H-pyrimido[4,5-d]azepin-4-ol. To solution of KOtBu (1.3 g, 5.77 mmol) in tBuOH (32 mL) was added 5-oxo-1-(3-trifluoromethyl-pyridin-2-yl)-azepane-4-carboxylic acid ethyl ester (Intermediate B; 1.27 g, 3.85 mmol), followed by piperidine-1-carboximidamide hydrobromide (1.2 g, 5.77 mmol). After heating at reflux for 24 h, the mixture was cooled and concentrated. The residue was dissolved in water and CH2Cl2. The aqueous layer w...